From a dataset of the Open Reaction Database (ORD), a public repository of structured organic reaction records. describe an organic reaction: reactants, conditions, products, and yield Reactants: C(C1=CC=CC=C1)NC(=O)C1CCC(CC1)CN(S(=O)(=O)NC(C1=CC(=CC(=C1)C(F)(F)F)C(F)(F)F)=O)CC1=CC=CC=C1 (N-benzyl-4-{[benzyl({[3,5-bis(trifluoromethyl)benzoyl]amino}sulfonyl)amino]methyl}cyclohexane carboxamide), C(C1=CC=CC=C1)N(S(=O)(=O)NC(C1=CC(=CC(=C1)C(F)(F)F)C(F)(F)F)=O)CC1CCC(CC1)C(=O)O (4-{[benzyl({[3,5-bis(trifluoromethyl)benzoyl]amino }sulfonyl)amino]methyl}cyclohexanecarboxylic acid), ON1N=NC2=C1C=CC=C2 (1-hydroxybenzotriazole), Cl.CN(CCCN=C=NCC)C (1-(3-dimethylaminopropyl)-3-ethylcarbodiimide hydrochloride), C(C1=CC=CC=C1)N (benzylamine). Run in ClCCl (dichloromethane), ClCCl (dichloromethane). Reaction conditions: time 96 hour. Product: NS(=O)(=O)N(CC1=CC=CC=C1)CC1CCC(CC1)C(=O)OCC (Ethyl 4-{[(aminosulfonyl)(benzyl)amino]methyl}cyclohexanecarboxylate). RXN SMILES: C(N[C:9]([CH:11]1[CH2:16][CH2:15][CH:14]([CH2:17][N:18]([CH2:39][C:40]2[CH:45]=[CH:44][CH:43]=[CH:42][CH:41]=2)[S:19]([NH:22]C(=O)C2C=C(C(F)(F)F)C=C(C(F)(F)F)C=2)(=[O:21])=[O:20])[CH2:13][CH2:12]1)=[O:10])C1C=CC=CC=1.C(N(CC1CCC(C(O)=O)CC1)S(N[C:58](=[O:73])[C:59]1C=C(C(F)(F)F)C=C(C(F)(F)F)C=1)(=O)=O)C1C=CC=CC=1.ON1C2C=CC=CC=2N=N1.Cl.CN(C)CCCN=C=NCC.C(N)C1C=CC=CC=1>ClCCl>[NH2:22][S:19]([N:18]([CH2:17][CH:14]1[CH2:13][CH2:12][CH:11]([C:9]([O:73][CH2:58][CH3:59])=[O:10])[CH2:16][CH2:15]1)[CH2:39][C:40]1[CH:41]=[CH:42][CH:43]=[CH:44][CH:45]=1)(=[O:21])=[O:20] |f:3.4|. Reported procedure: The hydrochloride salt of trans 4-[benzylamino]methyl]cyclohexane carboxylic acid ethyl ester (CAS 140406-44-6) (275 mg, 0.88 mmole, 1.0 eq) was suspended in 1,2-dimethoxyethane. Triethylamine (139 μL, 1.0 mmole, 1.13 eq) and sulfamide (481 mg, 5.0 mmole, 5.67 eq) were added and the mixture was heated to reflux overnight. DME was evaporated and the crude reconstituted in ethyl acetate, then washed with water. The organic was dried over sodium sulfate, filtered and evaporated. NMR confirms format... The reactants are C[Si](C)(C)CCOCn1cc(C#N)nc1C(=O)Nc1ccc(-c2ccccc2)cc1C1=CCCCC1, CCOC(C)=O, ClCCl. Yields the product N#Cc1c[nH]c(C(=O)Nc2ccc(-c3ccccc3)cc2C2=CCCCC2)n1. RXN SMILES: [C:1]1([c:7]2[cH:8][c:9](-[c:31]3[cH:32][cH:33][cH:34][cH:35][cH:36]3)[cH:10][cH:11][c:12]2[NH:13][C:14](=[O:15])[c:16]2[n:17]([CH2:23][O:24][CH2:25][CH2:26][Si:27]([CH3:28])([CH3:29])[CH3:30])[cH:18][c:19]([C:21]#[N:22])[n:20]2)=[CH:2][CH2:3][CH2:4][CH2:5][CH2:6]1.[CH3:37][CH2:38][O:39][C:40]([CH3:41])=[O:42].[Cl:43][CH2:44][Cl:45]>>[C:1]1([c:7]2[cH:8][c:9](-[c:31]3[cH:32][cH:33][cH:34][cH:35][cH:36]3)[cH:10][cH:11][c:12]2[NH:13][C:14](=[O:15])[c:16]2[nH:17][cH:18][c:19]([C:21]#[N:22])[n:20]2)=[CH:2][CH2:3][CH2:4][CH2:5][CH2:6]1. The reactants are CC=1C(=C(C(=O)N)C=CC1)[N+](=O)[O-] (3-Methyl-2-nitrobenzamide), F[B-](F)(F)F.C[O+](C)C (trimethyloxonium tetrafluoroborate). Solvent: ClCCl (dichloromethane). Reaction conditions: time 8 hour. Product: F[B-](F)(F)F.CC=1C(=C(C=CC1)C(OC)=N)[N+](=O)[O-] (Methyl 3-methyl-2-nitrobenzenecarboximidate tetrafloroborate). Isolated yield 102.5%. Reaction SMILES: [CH3:1][C:2]1[C:3]([N+:11]([O-:13])=[O:12])=[C:4]([CH:8]=[CH:9][CH:10]=1)[C:5]([NH2:7])=[O:6].[F:14][B-:15]([F:18])([F:17])[F:16].[CH3:19][O+](C)C>ClCCl>[F:14][B-:15]([F:18])([F:17])[F:16].[CH3:1][C:2]1[C:3]([N+:11]([O-:13])=[O:12])=[C:4]([C:5](=[NH:7])[O:6][CH3:19])[CH:8]=[CH:9][CH:10]=1 |f:1.2,4.5|. Procedure: To a solution of the title compound of Step A (1.07 g, 5.9 mmol) in dichloromethane (15 mL) was added trimethyloxonium tetrafluoroborate (1.06 g, 7.1 mmol) and the mixture was stirred overnight at ambient temperature. Concentration gave the title compound of Step B as a white solid (1.7 g). Reactants: named product, C(CC)N(C(C(Cl)Cl)=O)CCl (N-propyl-N-chloromethyldichloroacetamide), C(C)OCCO (2-ethoxyethanol), [Na] (sodium), C(C)OC(C)O (ethoxyethanol). Run in O (water). Yields the product C(CC)N(C(C(Cl)Cl)=O)COCCOCC (N-propyl-N-(2-ethoxyethoxymethyl)dichloroacetamide). Reaction SMILES: [CH2:1]([N:4]([CH2:10]Cl)[C:5](=[O:9])[CH:6]([Cl:8])[Cl:7])[CH2:2][CH3:3].[CH2:12]([O:14][CH2:15][CH2:16][OH:17])[CH3:13].[Na].C(OC(O)C)C>O>[CH2:1]([N:4]([CH2:10][O:17][CH2:16][CH2:15][O:14][CH2:12][CH3:13])[C:5](=[O:9])[CH:6]([Cl:8])[Cl:7])[CH2:2][CH3:3] |^1:17|. Reported procedure: A solution containing N-propyl-N-chloromethyldichloroacetamide (21.9 g., 0.1 mole) and 2-ethoxyethanol (30 ml.) is weighed in a flask equipped as in Example 1. A solution prepared from metallic sodium (2.3 g., 0.1 mole) with ethoxyethanol (20 ml.) is added to the solution under stirring and cooling by water in such a rate that the temperature of the mixture is maintained below 35° C. After the addition is complete, the mixture is stirred for an additional 2 hours at room temperature. Then, the b... The reactants are FC1=C(C(=CC=C1)F)C(=O)N[C@@H](CC1=CC=C(C=C1)C=1C(N(C(N(C1C)C)=O)C)=O)C(=O)O (N-[(2,6-difluorophenyl)carbonyl]-4-(1,3,6-trimethyl-2,4-dioxo-5-pyrimidinyl)-L-phenylaianine), (N,N-diethyl)aminolethyl chloride hydrochloride, C([O-])([O-])=O.[K+].[K+] (potassium carbonate), C(C)(=O)OCC (ethyl acetate). The solvent is O (water). Conditions: time 8 hour. The product is C(C)N(CC)CCOC([C@@H](NC(=O)C1=C(C=CC=C1F)F)CC1=CC=C(C=C1)C=1C(N(C(N(C1C)C)=O)C)=O)=O (N-[(2,6-difluorophenyl)carbonyl]-4-(1,3,6-trimethyl-2,4-dioxo-5-pyrimidinyl)-L-phenylalanine 2-[(N,N-diethyl)amino]ethyl ester). The yield is 76.0%. RXN SMILES: [F:1][C:2]1[CH:7]=[CH:6][CH:5]=[C:4]([F:8])[C:3]=1[C:9]([NH:11][C@H:12]([C:31]([OH:33])=[O:32])[CH2:13][C:14]1[CH:19]=[CH:18][C:17]([C:20]2[C:21](=[O:30])[N:22]([CH3:29])[C:23](=[O:28])[N:24]([CH3:27])[C:25]=2[CH3:26])=[CH:16][CH:15]=1)=[O:10].C(=O)([O-])[O-].[K+].[K+].C(O[CH2:44][CH3:45])(=O)C>O>[CH2:9]([N:11]([CH2:44][CH2:45][O:32][C:31](=[O:33])[C@H:12]([CH2:13][C:14]1[CH:15]=[CH:16][C:17]([C:20]2[C:21](=[O:30])[N:22]([CH3:29])[C:23](=[O:28])[N:24]([CH3:27])[C:25]=2[CH3:26])=[CH:18][CH:19]=1)[NH:11][C:9]([C:3]1[C:2]([F:1])=[CH:7][CH:6]=[CH:5][C:4]=1[F:8])=[O:10])[CH2:12][CH3:13])[CH3:3] |f:1.2.3|. Reported procedure: A mixture of N-[(2,6-difluorophenyl)carbonyl]-4-(1,3,6-trimethyl-2,4-dioxo-5-pyrimidinyl)-L-phenylaianine (1.0 mmol, 460 mg), 2-[(N,N-diethyl)aminolethyl chloride hydrochloride (8.05 mmol, 1.43 g) and potassium carbonate (8.05 mmol, 1.11 g) in ethyl acetate (5 mL) and water (5 mL) was stirred at room termperature overnight. The layers were separated and the aqueous layer was extracted with ethyl acetate (2×40 mL). The combined extracts were washed with brine (50 mL) and dried over anhydrous sodi... Reactants: CCOC(=O)C(Br)c1ccc(Cl)cc1, CN(C)C=O, [F-], [K+], O. Yields the product CCOC(=O)C(F)c1ccc(Cl)cc1. Reaction SMILES: [Br:1][CH:2]([C:3](=[O:4])[O:5][CH2:6][CH3:7])[c:8]1[cH:9][cH:10][c:11]([Cl:14])[cH:12][cH:13]1.[CH3:17][N:18]([CH3:19])[CH:20]=[O:21].[F-:15].[K+:16].[OH2:22]>>[CH:2]([C:3](=[O:4])[O:5][CH2:6][CH3:7])([c:8]1[cH:9][cH:10][c:11]([Cl:14])[cH:12][cH:13]1)[F:15]. The reactants are BrBr (bromine), O (water), O1CCC2=C1C=CC=C2 (2,3-dihydrobenzofuran), C([O-])([O-])=O.[Na+].[Na+] (sodium carbonate). Run in CCCCCC (hexane), CCCCCC (hexane). Run at time 1 hour. Product: BrC=1C=CC2=C(CCO2)C1 (5-bromo-2,3-dihydrobenzofuran). Reaction SMILES: [O:1]1[C:5]2[CH:6]=[CH:7][CH:8]=[CH:9][C:4]=2[CH2:3][CH2:2]1.C(=O)([O-])[O-].[Na+].[Na+].[Br:16]Br.O>CCCCCC>[Br:16][C:8]1[CH:7]=[CH:6][C:5]2[O:1][CH2:2][CH2:3][C:4]=2[CH:9]=1 |f:1.2.3|. Procedure details: To a mixture of 2,3-dihydrobenzofuran (11.06 g) and sodium carbonate (14.8 g) in hexane (100 ml) was added dropwise at 0° C. a solution of bromine (4.8 ml) in hexane (20 ml) for 1.5 hours, and the mixture was stirred at room temperature for 1 hour. To the mixture was added water, and the mixture was extracted with hexane. The organic layer was washed with saturated brine, dried with magnesium sulfate and concentrated under reduced pressure to give gray crystals of 5-bromo-2,3-dihydrobenzofuran (... Product: Cc1cccc(C=O)c1OCc1ccccc1. As a reaction SMILES: [Br:17][CH2:18][c:19]1[cH:20][cH:21][cH:22][cH:23][cH:24]1.[C:11](=[O:12])([O-:13])[O-:14].[CH3:26][N:27]([CH3:28])[CH:29]=[O:30].[K+:15].[K+:16].[OH2:25].[OH:1][c:2]1[c:3]([CH:4]=[O:5])[cH:6][cH:7][cH:8][c:9]1[CH3:10]>>[O:1]([c:2]1[c:3]([CH:4]=[O:5])[cH:6][cH:7][cH:8][c:9]1[CH3:10])[CH2:18][c:19]1[cH:20][cH:21][cH:22][cH:23][cH:24]1. Starting materials: BrCc1ccccc1, O=C([O-])[O-], CN(C)C=O, [K+], [K+], O, Cc1cccc(C=O)c1O. Starting materials: CCOc1c(Cl)ccc(-c2nc(C(=O)OC)c(Cl)c(S(C)(=O)=O)n2)c1F, CO, N, C1COCCO1. Product: CCOc1c(Cl)ccc(-c2nc(N)c(Cl)c(C(=O)OC)n2)c1F. RXN SMILES: [CH3:1][O:2][C:3](=[O:4])[c:5]1[n:6][c:7](-[c:16]2[c:17]([F:26])[c:18]([O:23][CH2:24][CH3:25])[c:19]([Cl:22])[cH:20][cH:21]2)[n:8][c:9]([S:12]([CH3:13])(=[O:14])=[O:15])[c:10]1[Cl:11].[CH3:28][OH:29].[NH3:27].[O:30]1[CH2:31][CH2:32][O:33][CH2:34][CH2:35]1>>[CH3:1][O:2][C:3](=[O:4])[c:5]1[n:6][c:7](-[c:16]2[c:17]([F:26])[c:18]([O:23][CH2:24][CH3:25])[c:19]([Cl:22])[cH:20][cH:21]2)[n:8][c:9]([NH2:27])[c:10]1[Cl:11]. The reactants are C1CCOC1, Cn1nc(C(F)(F)F)cc1NC(=O)Oc1ccccc1, COc1cc2ncnc(Sc3cccc(N)c3)c2cc1OC, CCN(C(C)C)C(C)C. Product: COc1cc2ncnc(Sc3cccc(NC(=O)Nc4cc(C(F)(F)F)nn4C)c3)c2cc1OC. As a reaction SMILES: [CH2:52]1[O:53][CH2:54][CH2:55][CH2:56]1.[CH3:1][n:2]1[n:3][c:4]([C:17]([F:18])([F:19])[F:20])[cH:5][c:6]1[NH:7][C:8]([O:9][c:10]1[cH:11][cH:12][cH:13][cH:14][cH:15]1)=[O:16].[CH3:21][O:22][c:23]1[cH:24][c:25]2[c:26]([S:35][c:36]3[cH:37][c:38]([NH2:39])[cH:40][cH:41][cH:42]3)[n:27][cH:28][n:29][c:30]2[cH:31][c:32]1[O:33][CH3:34].[CH:43]([N:44]([CH2:45][CH3:46])[CH:47]([CH3:48])[CH3:49])([CH3:50])[CH3:51]>>[CH3:1][n:2]1[n:3][c:4]([C:17]([F:18])([F:19])[F:20])[cH:5][c:6]1[NH:7][C:8](=[O:16])[NH:39][c:38]1[cH:37][c:36]([S:35][c:26]2[c:25]3[cH:24][c:23]([O:22][CH3:21])[c:32]([O:33][CH3:34])[cH:31][c:30]3[n:29][cH:28][n:27]2)[cH:42][cH:41][cH:40]1.